From a dataset of the Open Reaction Database (ORD), a public repository of structured organic reaction records. describe an organic reaction: reactants, conditions, products, and yield Starting materials: ClC1=C(C(=NC=C1C)C)C (4-chloro-2,3,5-trimethylpyridine), OO (H2O2). Run in C(C)(=O)O (acetic acid). Conditions: temperature 60 celsius. The product is ClC1=C(C(=[N+](C=C1C)[O-])C)C (4-chloro-2,3,5-trimethylpyridine N-oxide). Yield: 83.0%. As a reaction SMILES: [Cl:1][C:2]1[C:7]([CH3:8])=[CH:6][N:5]=[C:4]([CH3:9])[C:3]=1[CH3:10].[OH:11]O>C(O)(=O)C>[Cl:1][C:2]1[C:7]([CH3:8])=[CH:6][N+:5]([O-:11])=[C:4]([CH3:9])[C:3]=1[CH3:10]. Procedure: 11.3 g (72.8 mmol) 4-chloro-2,3,5-trimethylpyridine was dissolved in 50 ml acetic acid and heated to 60° C. and 6.2 ml (50% H2O2) was added slowly and the temperature maintained for several hours and finally increased to 90° for two hours. The solvent was evaporated and extracted from alkaline water with diethyl ether to remove unreacted starting material. The water phase was saturated with sodium chloride and extracted several times with methylene chloride. The methylene chloride was dried and ... Starting materials: C(C)(C)(C)OC(=O)N1CC(CC1)NC(=O)C=1SC=CC1NC1=C2C(=NC=C1)NC=C2 (3-{[3-(1H-Pyrrolo[2,3-b]pyridin-4-ylamino)-thiophene-2-carbonyl]-amino}-pyrrolidine-1-carboxylic acid tert-butyl ester), O1C(CCC1)CN (1-(tetrahydrofuran-2-yl)methaneamine). Product: O1C(CCC1)CNC(=O)C=1SC=CC1NC1=C2C(=NC=C1)NC=C2 (3-(1H-Pyrrolo[2,3-b]pyridin-4-ylamino)-thiophene-2-carboxylic acid (tetrahydro-furan-2-ylmethyl)-amide). RXN SMILES: C(OC(N1[CH2:12][CH2:11][CH:10]([NH:13][C:14]([C:16]2[S:17][CH:18]=[CH:19][C:20]=2[NH:21][C:22]2[CH:27]=[CH:26][N:25]=[C:24]3[NH:28][CH:29]=[CH:30][C:23]=23)=[O:15])C1)=O)(C)(C)C.[O:31]1CC[CH2:33][CH:32]1CN>>[O:31]1[CH2:32][CH2:33][CH2:12][CH:11]1[CH2:10][NH:13][C:14]([C:16]1[S:17][CH:18]=[CH:19][C:20]=1[NH:21][C:22]1[CH:27]=[CH:26][N:25]=[C:24]2[NH:28][CH:29]=[CH:30][C:23]=12)=[O:15]. Procedure: This compound was prepared in an analogous manner as 3-{[3-(1H-Pyrrolo[2,3-b]pyridin-4-ylamino)-thiophene-2-carbonyl]-amino}-pyrrolidine-1-carboxylic acid tert-butyl ester using 1-(tetrahydrofuran-2-yl)methaneamine instead of 1-BOC-3-aminopyrrolidine. LCMS (ESI) 343 (M+H) 1H NMR (400 MHz, ACETONITRILE-d3) δ ppm 10.54 (1H, s) 8.01 (1H, d, J=7.03 Hz) 7.67 (1H, d, J=5.27 Hz) 7.42 (1H, d, J=5.27 Hz) 7.39 (1H, dd, J=3.42, 1.85 Hz) 6.97 (1H, d, J=6.83 Hz) 6.66 (1H, dd, J=3.42, 1.66 Hz) 3.95 (1H, qd, J... The reactants are COc1cc(CO)cc(OC)c1OCc1nc(-c2ccccc2)oc1C, C1CCOC1, O=S(Cl)Cl. Yields the product COc1cc(CCl)cc(OC)c1OCc1nc(-c2ccccc2)oc1C. Reaction SMILES: [CH3:5][O:6][c:7]1[cH:8][c:9]([CH2:10][OH:11])[cH:12][c:13]([O:29][CH3:30])[c:14]1[O:15][CH2:16][c:17]1[n:18][c:19](-[c:23]2[cH:24][cH:25][cH:26][cH:27][cH:28]2)[o:20][c:21]1[CH3:22].[O:31]1[CH2:32][CH2:33][CH2:34][CH2:35]1.[S:1]([Cl:2])([Cl:3])=[O:4]>>[Cl:3][CH2:10][c:9]1[cH:8][c:7]([O:6][CH3:5])[c:14]([O:15][CH2:16][c:17]2[n:18][c:19](-[c:23]3[cH:24][cH:25][cH:26][cH:27][cH:28]3)[o:20][c:21]2[CH3:22])[c:13]([O:29][CH3:30])[cH:12]1. Reactants: compound 24, NC1=C(OCCCC(=O)OCC)C=CC=C1 (ethyl 4-(2-aminophenoxy)butyrate), C1(CCCCC1)N1C=CC2=CC(=CC=C12)/C(=C/C(=O)O)/C (3-(1-cyclohexylindol-5-yl)isocrotonic acid). The product is C1(CCCCC1)N1C=CC2=CC(=CC=C12)/C(=C/C(=O)NC1=C(OCCCC(=O)O)C=CC=C1)/C (4-{2-[3-(1-cyclohexylindol-5-yl)isocrotonoyl amino]phenoxy}butyric acid). Reaction SMILES: [NH2:1][C:2]1[CH:16]=[CH:15][CH:14]=[CH:13][C:3]=1[O:4][CH2:5][CH2:6][CH2:7][C:8]([O:10]CC)=[O:9].[CH:17]1([N:23]2[C:31]3[C:26](=[CH:27][C:28](/[C:32](/[CH3:37])=[CH:33]/[C:34](O)=[O:35])=[CH:29][CH:30]=3)[CH:25]=[CH:24]2)[CH2:22][CH2:21][CH2:20][CH2:19][CH2:18]1>>[CH:17]1([N:23]2[C:31]3[C:26](=[CH:27][C:28](/[C:32](/[CH3:37])=[CH:33]/[C:34]([NH:1][C:2]4[CH:16]=[CH:15][CH:14]=[CH:13][C:3]=4[O:4][CH2:5][CH2:6][CH2:7][C:8]([OH:10])=[O:9])=[O:35])=[CH:29][CH:30]=3)[CH:25]=[CH:24]2)[CH2:18][CH2:19][CH2:20][CH2:21][CH2:22]1. Procedure: 0.22 g of compound 24 was obtained in a similar manner to those described in the Examples 1 to 2 using 0.47 g of ethyl 4-(2-aminophenoxy)butyrate and 0.30 g of 3-(1-cyclohexylindol-5-yl)isocrotonic acid obtained according to the procedures described in the Reference Examples 1-4. The reactants are [I-].[K+] (potassium iodide), C(Cl)C1CO1 (epichlorohydrin), C(C)O (ethanol), Cl (hydrochloric acid), N1CCCC1 (pyrrolidine), CS(=O)(=O)C=1C(=CC(=CC1)O)C (4-(methylsulfonyl)-m-cresol), C(Cl)C1CO1 (epichlorohydrin), C(C)(C)N (Isopropylamine), C(C)O (ethanol). The product is ethanol-ether, Cl.C(C)(C)NCC(COC=1C=C(C=CC1S(=O)(=O)C)C)O (1-(ISOPROPYLAMINO)-3-[4-(METHYLSULFONYL)-m-TOLYLOXY]-2-PROPANOL HYDROCHLORIDE). The yield is 95.0%. As a reaction SMILES: [CH3:1][S:2]([C:5]1[C:6](C)=[CH:7][C:8](O)=[CH:9]C=1)(=[O:4])=[O:3].[CH2:13]([CH:15]1[O:17][CH2:16]1)[Cl:14].N1CCCC1.[CH:23]([NH2:26])([CH3:25])[CH3:24].[I-].[K+].Cl.[CH2:30]([OH:32])[CH3:31]>>[ClH:14].[CH:23]([NH:26][CH2:31][CH:30]([OH:32])[CH2:16][O:17][C:15]1[CH:13]=[C:8]([CH3:9])[CH:7]=[CH:6][C:5]=1[S:2]([CH3:1])(=[O:3])=[O:4])([CH3:25])[CH3:24] |f:4.5,8.9|. Reported procedure: A mixture of 4-(methylsulfonyl)-m-cresol (18.6 g., 0.1 mole), epichlorohydrin (60 g., 0.65 mole) and 0.6 g. of pyrrolidine is heated on steam bath for 12 hr. Excess epichlorohydrin is removed under reduced pressure, the resulting chlorohydrin derivative taken up in 50 ml. of absolute ethanol and filtered through diatomaceous earth. Isopropylamine (50 g., 0.85 mole) and 0.1 g. of potassium iodide are added to the ethanol filtrate of the epichlorohydrin derivative and the mixture is refluxed for 1... The reactants are Pd(II) acetate, C=1C=CC(=CC1)P(C=2C=CC=CC2)C3=CC=C4C=CC=CC4=C3C5=C6C=CC=CC6=CC=C5P(C=7C=CC=CC7)C=8C=CC=CC8 (BINAP), sodium tertiary-butylate, BrC1=C(C(=CC(=C1)C(C)(OC)OC)C(F)(F)F)OC (1-Bromo-5-(1,1-dimethoxyethyl)-2-methoxy-3-trifluoromethylbenzene), N1CCOCC1 (morpholine). Reaction conditions: time 0.5 hour. Yields the product COC(C)(OC)C=1C=C(C(=C(C1)N1CCOCC1)OC)C(F)(F)F (4-[5-(1,1-Dimethoxyethyl)-2-methoxy-3-trifluoromethylphenyl]morpholine). RXN SMILES: Br[C:2]1[CH:7]=[C:6]([C:8]([O:12][CH3:13])([O:10][CH3:11])[CH3:9])[CH:5]=[C:4]([C:14]([F:17])([F:16])[F:15])[C:3]=1[O:18][CH3:19].C1C=CC(P(C2C(C3C(P(C4C=CC=CC=4)C4C=CC=CC=4)=CC=C4C=3C=CC=C4)=C3C(C=CC=C3)=CC=2)C2C=CC=CC=2)=CC=1.[NH:66]1[CH2:71][CH2:70][O:69][CH2:68][CH2:67]1>>[CH3:11][O:10][C:8]([C:6]1[CH:5]=[C:4]([C:14]([F:17])([F:16])[F:15])[C:3]([O:18][CH3:19])=[C:2]([N:66]2[CH2:71][CH2:70][O:69][CH2:68][CH2:67]2)[CH:7]=1)([O:12][CH3:13])[CH3:9]. Procedure: 1-Bromo-5-(1,1-dimethoxyethyl)-2-methoxy-3-trifluoromethylbenzene (2 g) was initially introduced and argon was passed through with stirring for 0.5 h. Subsequently, the mixture was treated with Pd(II) acetate (13 mg), BINAP (54 mg) and sodium tertiary-butylate (784 mg), followed by morpholine (0.6 ml). The mixture obtained was stirred under argon at 85° C. for 8 h and after standing overnight at RT it was stirred at 85° C. for a further 8 h and allowed to stand overnight. The solvent was then st... The reactants are N1=CC=CC=C1 (pyridine), OCCCCCCCCCCCCCCCC(=O)OC(C)OC(CCCCCCCCCCCCCCCO)=O (Ethylidene bis (16-hydroxyhexadecanoate)), C(CCCCCCCCCCCCCCC)(=O)OCCCCCCCCCCCCCCCC(=O)Cl (16-hexadecanoyloxyhexadecanoyl chloride). The solvent is C1CCOC1 (THF), C1CCOC1 (THF). Reaction conditions: time 2 hour. The product is OCCCCCCCCCCCCCCCC(=O)OC(C)OC(CCCCCCCCCCCCCCCOC(CCCCCCCCCCCCCCCOC(CCCCCCCCCCCCCCC)=O)=O)=O (1-[16-(16-Hexadecanoyloxyhexadecanoyloxy)-hexadecanoyloxy]ethyl 16-hydroxyhexadecanoate). The yield is 29.4%. Reaction SMILES: [OH:1][CH2:2][CH2:3][CH2:4][CH2:5][CH2:6][CH2:7][CH2:8][CH2:9][CH2:10][CH2:11][CH2:12][CH2:13][CH2:14][CH2:15][CH2:16][C:17]([O:19][CH:20]([O:22][C:23](=[O:40])[CH2:24][CH2:25][CH2:26][CH2:27][CH2:28][CH2:29][CH2:30][CH2:31][CH2:32][CH2:33][CH2:34][CH2:35][CH2:36][CH2:37][CH2:38][OH:39])[CH3:21])=[O:18].N1C=CC=CC=1.[C:47]([O:64][CH2:65][CH2:66][CH2:67][CH2:68][CH2:69][CH2:70][CH2:71][CH2:72][CH2:73][CH2:74][CH2:75][CH2:76][CH2:77][CH2:78][CH2:79][C:80](Cl)=[O:81])(=[O:63])[CH2:48][CH2:49][CH2:50][CH2:51][CH2:52][CH2:53][CH2:54][CH2:55][CH2:56][CH2:57][CH2:58][CH2:59][CH2:60][CH2:61][CH3:62]>C1COCC1>[OH:1][CH2:2][CH2:3][CH2:4][CH2:5][CH2:6][CH2:7][CH2:8][CH2:9][CH2:10][CH2:11][CH2:12][CH2:13][CH2:14][CH2:15][CH2:16][C:17]([O:19][CH:20]([O:22][C:23](=[O:40])[CH2:24][CH2:25][CH2:26][CH2:27][CH2:28][CH2:29][CH2:30][CH2:31][CH2:32][CH2:33][CH2:34][CH2:35][CH2:36][CH2:37][CH2:38][O:39][C:80](=[O:81])[CH2:79][CH2:78][CH2:77][CH2:76][CH2:75][CH2:74][CH2:73][CH2:72][CH2:71][CH2:70][CH2:69][CH2:68][CH2:67][CH2:66][CH2:65][O:64][C:47](=[O:63])[CH2:48][CH2:49][CH2:50][CH2:51][CH2:52][CH2:53][CH2:54][CH2:55][CH2:56][CH2:57][CH2:58][CH2:59][CH2:60][CH2:61][CH3:62])[CH3:21])=[O:18]. Procedure details: Ethylidene bis (16-hydroxyhexadecanoate) (4.38 g, 7.67 mmol) was dissolved in THF (80 ml) and pyridine (0.61 g, 7.71 mmol) was added. 16-hexadecanoyloxyhexadecanoyl chloride (4.18 g, 7.90 mmol) was dissolved in THF (20 ml) and added dropwise. After 3 days at room temperature the mixture was filtered and the filtrate was left -20° C. for 2 hours. The precipitated product was filtered and purified by flash chromatography (silicagel, chloroform) to give 2.4 g (29%) of the title compound. 1H NMR (30... Reactants: C1CCOC1, [H-], O=[N+]([O-])c1ccc(F)cc1[N+](=O)[O-], [Na+], CN1CCC(O)CC1. The product is CN1CCC(Oc2ccc([N+](=O)[O-])c([N+](=O)[O-])c2)CC1. Reaction SMILES: [CH2:24]1[O:25][CH2:26][CH2:27][CH2:28]1.[H-:22].[N+:1](=[O:2])([O-:3])[c:4]1[cH:5][c:6]([F:13])[cH:7][cH:8][c:9]1[N+:10](=[O:11])[O-:12].[Na+:23].[OH:14][CH:15]1[CH2:16][CH2:17][N:18]([CH3:21])[CH2:19][CH2:20]1>>[N+:1](=[O:2])([O-:3])[c:4]1[cH:5][c:6]([O:14][CH:15]2[CH2:16][CH2:17][N:18]([CH3:21])[CH2:19][CH2:20]2)[cH:7][cH:8][c:9]1[N+:10](=[O:11])[O-:12].